This data is from the Open Reaction Database (ORD), a public repository of structured organic reaction records. The task is: describe an organic reaction: reactants, conditions, products, and yield Reactants: C1(=CC=CC=C1)C1NC(=NO1)C1=CC=C(C=C1)N1C(OC(C1)CN1CCN(CC1)C(CC(=O)OCC)C(=O)OCC)=O (3-[4-(5-phenyl-1,2,4-oxadiazolin-3-yl)phenyl]-5-[4-(1,2-diethoxycarbonyl-ethyl)-piperazinomethyl]-oxazolidin-2-one), C(C)(=O)OCC (ethyl acetate). Run in CO (methanol). The product is C(C1=CC=CC=C1)(=O)NC(=N)C1=CC=C(C=C1)N1C(OC(C1)CN1CCN(CC1)C(CC(=O)OCC)C(=O)OCC)=O (3-[4-(N-benzoylamidino)-phenyl]-5-[4-(1,2-diethoxycarbonylethyl)-piperazinomethyl]-oxazolidin-2-one). RXN SMILES: [C:1]1([CH:7]2[O:11][N:10]=[C:9]([C:12]3[CH:17]=[CH:16][C:15]([N:18]4[CH2:22][CH:21]([CH2:23][N:24]5[CH2:29][CH2:28][N:27]([CH:30]([C:37]([O:39][CH2:40][CH3:41])=[O:38])[CH2:31][C:32]([O:34][CH2:35][CH3:36])=[O:33])[CH2:26][CH2:25]5)[O:20][C:19]4=[O:42])=[CH:14][CH:13]=3)[NH:8]2)[CH:6]=[CH:5][CH:4]=[CH:3][CH:2]=1.C(OCC)(=O)C>CO>[C:7]([NH:8][C:9]([C:12]1[CH:13]=[CH:14][C:15]([N:18]2[CH2:22][CH:21]([CH2:23][N:24]3[CH2:29][CH2:28][N:27]([CH:30]([C:37]([O:39][CH2:40][CH3:41])=[O:38])[CH2:31][C:32]([O:34][CH2:35][CH3:36])=[O:33])[CH2:26][CH2:25]3)[O:20][C:19]2=[O:42])=[CH:16][CH:17]=1)=[NH:10])(=[O:11])[C:1]1[CH:2]=[CH:3][CH:4]=[CH:5][CH:6]=1. Reported procedure: 1,3 g 3-[4-(5-phenyl-1,2,4-oxadiazolin-3-yl)phenyl]-5-[4-(1,2-diethoxycarbonyl-ethyl)-piperazinomethyl]-oxazolidin-2-one [obtainable as described in Ex. 14] are dissolved in 50 ml methanol and hydrogenated on Raney nickel. The reaction mixture is then filtered and the filtrate is concentrated in vacuo. The product obtained is treated with 20 ml of ethyl acetate in the presence of heat and filtered off with suction after cooling. 3-[4-(N-benzoylamidino)-phenyl]-5-[4-(1,2-diethoxycarbonylethyl)-pi... The reactants are C(C)(C)(C)C(=O)CC (Tert-butylethylketone), C(C)(C)(C)OC(NN)=O (tert-butylcarbazate). Reagents/catalysts: C(C)(=O)O (acetic acid). The solvent is CO (methanol), CO (methanol). Run at time 3 day. The product is C(C)(C)(C)OC(=O)NN=C(C(C)(C)C)CC (N′-(1-ethyl-2,2-dimethyl-propylidene)-hydrazinecarboxylic acid tert-butyl ester). As a reaction SMILES: [C:1]([C:5]([CH2:7][CH3:8])=O)([CH3:4])([CH3:3])[CH3:2].[C:9]([O:13][C:14](=[O:17])[NH:15][NH2:16])([CH3:12])([CH3:11])[CH3:10]>CO.C(O)(=O)C>[C:9]([O:13][C:14]([NH:15][N:16]=[C:5]([CH2:7][CH3:8])[C:1]([CH3:4])([CH3:3])[CH3:2])=[O:17])([CH3:12])([CH3:11])[CH3:10]. Reported procedure: Tert-butylethylketone (5 g) was mixed with tert-butylcarbazate (6.4 g, 1.1 eq.) in 30 mL of methanol with 3 drops of acetic acid at room temperature. A solid formed within one hour; more methanol was added, and the mixture was stirred at room temperature for three days to produce N′-(1-ethyl-2,2-dimethyl-propylidene)-hydrazinecarboxylic acid tert-butyl ester. 1H NMR (CDCl3, 500 MHz) δ (ppm): 7.5 (br, 1H), 2.23 (q, 2H)), 1.51 (s, 9H), 1.15 (s, 9H), 1.1 (t, 3H). The reactants are ClC1=CC=C(C=C1)C=1NC(OC1CCC(=O)OC)=O (methyl 3-[4-(4-chlorophenyl)-2-oxo-4-oxazoline-5-yl]propionate), P(=O)(Cl)(Cl)Cl (phosphorus oxychloride). Run in N1=CC=CC=C1 (pyridine). Conditions: temperature 150 celsius, time 80 minute. The product is ClC=1OC(=C(N1)C1=CC=C(C=C1)Cl)CCC(=O)OC (methyl 2-chloro-4-(4-chlorophenyl)-5-oxazolepropionate). Isolated yield 71.1%. Reaction SMILES: [Cl:1][C:2]1[CH:7]=[CH:6][C:5]([C:8]2[NH:9][C:10](=O)[O:11][C:12]=2[CH2:13][CH2:14][C:15]([O:17][CH3:18])=[O:16])=[CH:4][CH:3]=1.P(Cl)(Cl)([Cl:22])=O>N1C=CC=CC=1>[Cl:22][C:10]1[O:11][C:12]([CH2:13][CH2:14][C:15]([O:17][CH3:18])=[O:16])=[C:8]([C:5]2[CH:6]=[CH:7][C:2]([Cl:1])=[CH:3][CH:4]=2)[N:9]=1. Procedure details: A mixture of methyl 3-[4-(4-chlorophenyl)-2-oxo-4-oxazoline-5-yl]propionate (11.3 g), phosphorus oxychloride (18.6 g) and pyridine (3.2 ml) was stirred at 120 to 180° C. for 80 minutes. The reaction mixture was concentrated, and ice water was added thereto and then stirred at room temperature for 30 minutes. Then, this was extracted with ethyl acetate. The ethyl acetate layer was washed with water, and dried (MgSO4). The solvent was evaporated, and the crystals thus precipitated were collected b... Starting materials: CC(C)(C)C#CC=CCBr, CNCc1cccc(OCc2ccccc2)c1, CN(C)C=O, Cl, [Na+], [Na+], O=C([O-])[O-], O. Product: CN(CC=CC#CC(C)(C)C)Cc1cccc(OCc2ccccc2)c1, Cl. Reaction SMILES: [Br:19][CH2:20][CH:21]=[CH:22][C:23]#[C:24][C:25]([CH3:26])([CH3:27])[CH3:28].[CH3:2][NH:3][CH2:4][c:5]1[cH:6][c:7]([O:11][CH2:12][c:13]2[cH:14][cH:15][cH:16][cH:17][cH:18]2)[cH:8][cH:9][cH:10]1.[CH3:35][N:36]([CH3:37])[CH:38]=[O:39].[ClH:1].[Na+:29].[Na+:30].[O-:31][C:32](=[O:33])[O-:34].[OH2:40]>>[CH3:2][N:3]([CH2:4][c:5]1[cH:6][c:7]([O:11][CH2:12][c:13]2[cH:14][cH:15][cH:16][cH:17][cH:18]2)[cH:8][cH:9][cH:10]1)[CH2:20][CH:21]=[CH:22][C:23]#[C:24][C:25]([CH3:26])([CH3:27])[CH3:28].[ClH:1]. Starting materials: C(C)S(=O)(=O)C1=CC=C(OC=2C(=CC3=C(N(C(=N3)C3=NC=CC=C3)COCC[Si](C)(C)C)C2)C(=O)OC)C=C1 (Methyl 6-[4-(ethylsulfonyl)phenoxy]-2-(2-pyridinyl)-1-{[2-(trimethylsilyl)ethoxy]methyl}-1H-benzimidazole-5-carboxylate), FC(C(=O)O)(F)F (trifluoroacetic acid). The product is C(C)S(=O)(=O)C1=CC=C(OC=2C(=CC3=C(NC(=N3)C3=NC=CC=C3)C2)C(=O)OC)C=C1 (Methyl 6-(4-(ethylsulfonyl)phenoxy)-2-pyridin-2-yl-1H-benzimidazole-5-carboxylate). As a reaction SMILES: [CH2:1]([S:3]([C:6]1[CH:39]=[CH:38][C:9]([O:10][C:11]2[C:12]([C:34]([O:36][CH3:37])=[O:35])=[CH:13][C:14]3[N:18]=[C:17]([C:19]4[CH:24]=[CH:23][CH:22]=[CH:21][N:20]=4)[N:16](COCC[Si](C)(C)C)[C:15]=3[CH:33]=2)=[CH:8][CH:7]=1)(=[O:5])=[O:4])[CH3:2].FC(F)(F)C(O)=O>>[CH2:1]([S:3]([C:6]1[CH:39]=[CH:38][C:9]([O:10][C:11]2[C:12]([C:34]([O:36][CH3:37])=[O:35])=[CH:13][C:14]3[N:18]=[C:17]([C:19]4[CH:24]=[CH:23][CH:22]=[CH:21][N:20]=4)[NH:16][C:15]=3[CH:33]=2)=[CH:8][CH:7]=1)(=[O:4])=[O:5])[CH3:2]. Reported procedure: Methyl 6-[4-(ethylsulfonyl)phenoxy]-2-(2-pyridinyl)-1-{[2-(trimethylsilyl)ethoxy]methyl}-1H-benzimidazole-5-carboxylate was reacted with trifluoroacetic acid to obtain the entitled compound. Procedure details: Methanol (7 mL) and 1N aqueous sodium hydroxide solution (2.6 mL) were added to ethyl 1-[({5′-chloro-4-methyl-6′-[4-(trifluoromethyl)-1-{[2-(trimethylsilyl)ethoxy]-methyl}-1H-imidazol-2-yl]-3,3′-bipyridin-6-yl}oxy)methyl]cyclobutanecarboxylate (327 mg), and the mixture was refluxed for 1 hour. Methanol was distilled off under reduced pressure, and the residue was neutralized by 1N hydrochloric acid. The mixture was extracted with ethyl acetate, the organic layer was washed with a saturated brine... Reactants: [OH-].[Na+] (sodium hydroxide), ClC=1C=C(C=NC1C=1N(C=C(N1)C(F)(F)F)COCC[Si](C)(C)C)C=1C=NC(=CC1C)OCC1(CCC1)C(=O)OCC (ethyl 1-[({5′-chloro-4-methyl-6′-[4-(trifluoromethyl)-1-{[2-(trimethylsilyl)ethoxy]-methyl}-1H-imidazol-2-yl]-3,3′-bipyridin-6-yl}oxy)methyl]cyclobutanecarboxylate). Reaction SMILES: [OH-].[Na+].[Cl:3][C:4]1[CH:5]=[C:6]([C:27]2[CH:28]=[N:29][C:30]([O:34][CH2:35][C:36]3([C:40]([O:42]CC)=[O:41])[CH2:39][CH2:38][CH2:37]3)=[CH:31][C:32]=2[CH3:33])[CH:7]=[N:8][C:9]=1[C:10]1[N:11]([CH2:19][O:20][CH2:21][CH2:22][Si:23]([CH3:26])([CH3:25])[CH3:24])[CH:12]=[C:13]([C:15]([F:18])([F:17])[F:16])[N:14]=1>CO>[Cl:3][C:4]1[CH:5]=[C:6]([C:27]2[CH:28]=[N:29][C:30]([O:34][CH2:35][C:36]3([C:40]([OH:42])=[O:41])[CH2:37][CH2:38][CH2:39]3)=[CH:31][C:32]=2[CH3:33])[CH:7]=[N:8][C:9]=1[C:10]1[N:11]([CH2:19][O:20][CH2:21][CH2:22][Si:23]([CH3:26])([CH3:24])[CH3:25])[CH:12]=[C:13]([C:15]([F:17])([F:16])[F:18])[N:14]=1 |f:0.1|. Product: ClC=1C=C(C=NC1C=1N(C=C(N1)C(F)(F)F)COCC[Si](C)(C)C)C=1C=NC(=CC1C)OCC1(CCC1)C(=O)O (1-[({5′-chloro-4-methyl-6′-[4-(trifluoromethyl)-1-{[2-(trimethylsilyl)ethoxy]methyl}-1H-imidazol-2-yl]-3,3′-bipyridin-6-yl}oxy)methyl]-cyclobutanecarboxylic acid). The solvent is CO (Methanol). The reactants are C1(CC1)C(=O)C1=CC=C(C=C1)C(F)(F)F (cyclopropyl[4-(trifluoromethyl)phenyl]methanone), 136B, N (NH3). The product is C1(CC1)C(N)C1=CC=C(C=C1)C(F)(F)F (1-cyclopropyl-1-[4-(trifluoromethyl)phenyl]methanamine). As a reaction SMILES: [CH:1]1([C:4]([C:6]2[CH:11]=[CH:10][C:9]([C:12]([F:15])([F:14])[F:13])=[CH:8][CH:7]=2)=O)[CH2:3][CH2:2]1.[NH3:16]>>[CH:1]1([CH:4]([C:6]2[CH:11]=[CH:10][C:9]([C:12]([F:15])([F:14])[F:13])=[CH:8][CH:7]=2)[NH2:16])[CH2:3][CH2:2]1. Reported procedure: The title compound was prepared using the product from Example 141B and the procedures described in Examples 136A and 136B. 1H NMR (300 MHz, d6-DMSO) 7.92 (m, 4H), 3.24 (d, 1H), 1.92 (broad s, 2H), 0.93 (m, 1H), 0.50-0.27 (m, 4H); MS (DCI/NH3) m/e 216 (M+H)+. Reactants: CC(=O)O, CO, CC(Cl)Cl, CCOC(=O)c1cn(-c2cc([N+](=O)[O-])c(F)cc2F)c2c(F)c(F)c(F)cc2c1=O. Yields the product CCOC(=O)c1cn(-c2cc(N)c(F)cc2F)c2c(F)c(F)c(F)cc2c1=O. As a reaction SMILES: [CH3:31][C:32](=[O:33])[OH:34].[CH3:39][OH:40].[Cl:35][CH:36]([Cl:37])[CH3:38].[F:1][c:2]1[c:3](-[n:12]2[cH:13][c:14]([C:26](=[O:27])[O:28][CH2:29][CH3:30])[c:15](=[O:25])[c:16]3[cH:17][c:18]([F:24])[c:19]([F:23])[c:20]([F:22])[c:21]23)[cH:4][c:5]([N+:9]([O-:10])=[O:11])[c:6]([F:8])[cH:7]1>>[F:1][c:2]1[c:3](-[n:12]2[cH:13][c:14]([C:26](=[O:27])[O:28][CH2:29][CH3:30])[c:15](=[O:25])[c:16]3[cH:17][c:18]([F:24])[c:19]([F:23])[c:20]([F:22])[c:21]23)[cH:4][c:5]([NH2:9])[c:6]([F:8])[cH:7]1.